From a dataset of the Open Reaction Database (ORD), a public repository of structured organic reaction records. describe an organic reaction: reactants, conditions, products, and yield Reactants: BrCC1C(C=2C(=C3CC(C(NC3=C(C2)C)=O)(C)C)O1)C (2-bromomethyl-3,5,8,8-tetramethyl-2,3,6,7,8,9-hexahydrofuro[2,3-f]quinoline-7-one), [N-]=[N+]=[N-].[Na+] (sodium azide). The solvent is CN(C=O)C (dimethylformamide), O (water). Yields the product N(=[N+]=[N-])CC1C(C=2C(=C3CC(C(NC3=C(C2)C)=O)(C)C)O1)C (2-Azidomethyl-3,5,8,8-tetramethyl-2,3,6,7,8,9-hexahydrofuro[2,3-f]quinoline-7-one). Isolated yield 75.4%. Reaction SMILES: Br[CH2:2][CH:3]1[O:19][C:6]2=[C:7]3[C:12](=[C:13]([CH3:15])[CH:14]=[C:5]2[CH:4]1[CH3:20])[NH:11][C:10](=[O:16])[C:9]([CH3:18])([CH3:17])[CH2:8]3.[N-:21]=[N+:22]=[N-:23].[Na+]>CN(C)C=O.O>[N:21]([CH2:2][CH:3]1[O:19][C:6]2=[C:7]3[C:12](=[C:13]([CH3:15])[CH:14]=[C:5]2[CH:4]1[CH3:20])[NH:11][C:10](=[O:16])[C:9]([CH3:18])([CH3:17])[CH2:8]3)=[N+:22]=[N-:23] |f:1.2|. Procedure: A solution of 2-bromomethyl-3,5,8,8-tetramethyl-2,3,6,7,8,9-hexahydrofuro[2,3-f]quinoline-7-one (1.8 g, 5.3 mmol) and 90% sodium azide (3.1 g, 42 mmol) in dimethylformamide (30 ml) was stirred at 150° C. for 2 hours. The reaction mixture was poured in water, followed by extracting with ethyl acetate. The extract was washed with water, and dried. The solvent was evaporated, and the residue was recrystallized from ethyl acetate-hexane. 1.2 g of the title compound was obtained as colorless needles ... Product: Cc1nc2cc(-c3ccccc3)nn2c2c1CCN2C(C)(C)C. RXN SMILES: [C:21](=[O:22])([O-:23])[O-:24].[CH3:27][C:28]([CH3:29])([CH3:30])[NH2:31].[CH3:32][N:33]([CH3:34])[CH:35]=[O:36].[CH:37]([Cl:38])([Cl:39])[Cl:40].[Cl:1][c:2]1[c:3]([CH2:18][CH2:19][Cl:20])[c:4]([CH3:17])[n:5][c:6]2[n:7]1[n:8][c:9](-[c:11]1[cH:12][cH:13][cH:14][cH:15][cH:16]1)[cH:10]2.[K+:25].[K+:26]>>[c:2]12[c:3]([c:4]([CH3:17])[n:5][c:6]3[n:7]1[n:8][c:9](-[c:11]1[cH:12][cH:13][cH:14][cH:15][cH:16]1)[cH:10]3)[CH2:18][CH2:19][N:31]2[C:28]([CH3:27])([CH3:29])[CH3:30]. Starting materials: O=C([O-])[O-], CC(C)(C)N, CN(C)C=O, ClC(Cl)Cl, Cc1nc2cc(-c3ccccc3)nn2c(Cl)c1CCCl, [K+], [K+]. The reactants are FC=1C(=C(C=C(C1F)F)O)[N+](=O)[O-] (3,4,5-trifluoro-2-nitrophenol), S(=O)(=O)(OC)OC (dimethyl sulfate), 6,3,4,5-trifluoro-2-nitro-phenyl methyl ether. Product: COC1=C(C(=C(C(=C1)F)F)F)[N+](=O)[O-] (3,4,5-trifluoro-2-nitro-phenyl methyl ether). RXN SMILES: [F:1][C:2]1[C:3]([N+:11]([O-:13])=[O:12])=[C:4]([OH:10])[CH:5]=[C:6]([F:9])[C:7]=1[F:8].S(OC)(O[CH3:18])(=O)=O>>[CH3:18][O:10][C:4]1[CH:5]=[C:6]([F:9])[C:7]([F:8])=[C:2]([F:1])[C:3]=1[N+:11]([O-:13])=[O:12]. Procedure: Staring from 3,4,5-trifluoro-2-nitrophenol and dimethyl sulfate in place of allyl bromide and using a procedure analogous to that used to prepare Intermediate 6,3,4,5-trifluoro-2-nitro-phenyl methyl ether was prepared. Starting materials: C#Cc1ccc(-c2ccc(Cl)cc2)cn1, Cc1cc(I)ccc1CCCN1CCC(C)CC1. Product: Cc1cc(C#Cc2ccc(-c3ccc(Cl)cc3)cn2)ccc1CCCN1CCC(C)CC1. Reaction SMILES: [Cl:19][c:20]1[cH:21][cH:22][c:23](-[c:26]2[cH:27][cH:28][c:29]([C:32]#[CH:33])[n:30][cH:31]2)[cH:24][cH:25]1.[I:1][c:2]1[cH:3][c:4]([CH3:18])[c:5]([CH2:8][CH2:9][CH2:10][N:11]2[CH2:12][CH2:13][CH:14]([CH3:17])[CH2:15][CH2:16]2)[cH:6][cH:7]1>>[c:2]1([C:33]#[C:32][c:29]2[cH:28][cH:27][c:26](-[c:23]3[cH:22][cH:21][c:20]([Cl:19])[cH:25][cH:24]3)[cH:31][n:30]2)[cH:3][c:4]([CH3:18])[c:5]([CH2:8][CH2:9][CH2:10][N:11]2[CH2:12][CH2:13][CH:14]([CH3:17])[CH2:15][CH2:16]2)[cH:6][cH:7]1.